This data is from the Open Reaction Database (ORD), a public repository of structured organic reaction records. The task is: describe an organic reaction: reactants, conditions, products, and yield Starting materials: C(C1=CC=CC=C1)C1=CC=C(C=C1)NC([C@H]1N(C[C@@H](C1)NC(CNC(=O)OC(C)(C)C)=O)C(=O)OC(C)(C)C)=O (trans-4-(N-tert-Butoxycarbonylglycylamino)-N-tert-butoxycarbonyl-L-proline 4-benzylphenylamide), Cl (hydrogen chloride). The solvent is O1CCOCC1 (1,4-dioxane). Run at time 2 hour. Product: Cl.Cl.C(C1=CC=CC=C1)C1=CC=C(C=C1)NC([C@H]1NC[C@@H](C1)NC(CN)=O)=O (trans-4-Glycylamino-L-Proline 4-Benzylphenylamide Dihydrochloride). RXN SMILES: [CH2:1]([C:8]1[CH:13]=[CH:12][C:11]([NH:14][C:15](=[O:40])[C@@H:16]2[CH2:20][C@@H:19]([NH:21][C:22](=[O:32])[CH2:23][NH:24]C(OC(C)(C)C)=O)[CH2:18][N:17]2C(OC(C)(C)C)=O)=[CH:10][CH:9]=1)[C:2]1[CH:7]=[CH:6][CH:5]=[CH:4][CH:3]=1.[ClH:41]>O1CCOCC1>[ClH:41].[ClH:41].[CH2:1]([C:8]1[CH:9]=[CH:10][C:11]([NH:14][C:15](=[O:40])[C@@H:16]2[CH2:20][C@@H:19]([NH:21][C:22](=[O:32])[CH2:23][NH2:24])[CH2:18][NH:17]2)=[CH:12][CH:13]=1)[C:2]1[CH:7]=[CH:6][CH:5]=[CH:4][CH:3]=1 |f:3.4.5|. Procedure: trans-4-(N-tert-Butoxycarbonylglycylamino)-N-tert-butoxycarbonyl-L-proline 4-benzylphenylamide (A, 158 mg) was dissolved in 4 N hydrogen chloride in 1,4-dioxane (6 mL). After stirring for 2 hr, the reaction mixture was evaporated in vacuo to give white solids. The solids were washed with ether to afford the title compound (A, 103 mg): 1H NMR (400 MHz, D2O) δ 2.59 (dd, J=7.8, 6.4 Hz, 2H), 3.48 (dd, J=12.7, 4.8 Hz, 1H), 3.83 (dd, J=12.7, 6.4 Hz, 1H), 3.85 (s, 2H), 4.00 (s, 2H), 4.62 (m, 1H), 4.73 ... Starting materials: C(C1=CC=CC=C1)OC(NCC(C1=CC=C(C=C1)F)C1=CC=C(C=C1)Br)=O ([2-(4-Bromo-phenyl)-2-(4-fluoro-phenyl)-ethyl]-carbamic acid benzyl ester), CC1(OB(OC1(C)C)C=1C=NNC1)C (4-(4,4,5,5-tetramethyl-1,3,2-dioxaborolan-2-yl)-1H-pyrazole). Yields the product C(C1=CC=CC=C1)OC(NCC(C1=CC=C(C=C1)C=1C=NNC1)C1=CC=C(C=C1)F)=O ({2-(4-Fluoro-phenyl)-2-[4-(1H-pyrazol-4-yl)-phenyl]-ethyl}-carbamic acid benzyl ester). RXN SMILES: [CH2:1]([O:8][C:9](=[O:27])[NH:10][CH2:11][CH:12]([C:20]1[CH:25]=[CH:24][C:23](Br)=[CH:22][CH:21]=1)[C:13]1[CH:18]=[CH:17][C:16]([F:19])=[CH:15][CH:14]=1)[C:2]1[CH:7]=[CH:6][CH:5]=[CH:4][CH:3]=1.CC1(C)C(C)(C)OB([C:36]2[CH:37]=[N:38][NH:39][CH:40]=2)O1>>[CH2:1]([O:8][C:9](=[O:27])[NH:10][CH2:11][CH:12]([C:13]1[CH:18]=[CH:17][C:16]([F:19])=[CH:15][CH:14]=1)[C:20]1[CH:25]=[CH:24][C:23]([C:36]2[CH:37]=[N:38][NH:39][CH:40]=2)=[CH:22][CH:21]=1)[C:2]1[CH:7]=[CH:6][CH:5]=[CH:4][CH:3]=1. Reported procedure: [2-(4-Bromo-phenyl)-2-(4-fluoro-phenyl)-ethyl]-carbamic acid benzyl ester was reacted with 4-(4,4,5,5-tetramethyl-1,3,2-dioxaborolan-2-yl)-1H-pyrazole following the procedure set out in Example 1 to give the title compound. LC/MS: (PS-A2) Rt 3.20 [M+H]+ 416.